From a dataset of the Open Reaction Database (ORD), a public repository of structured organic reaction records. describe an organic reaction: reactants, conditions, products, and yield Reactants: C1CCOC1, CO, O=C(Oc1ccc([N+](=O)[O-])cc1)N1CCc2ccccc2C1c1ccc(C(F)(F)F)cc1, [H-], N#Cc1cc(N)cnc1OCC(F)(F)F, [Na+], O. The product is N#Cc1cc(NC(=O)N2CCc3ccccc3C2c2ccc(C(F)(F)F)cc2)cnc1OCC(F)(F)F. RXN SMILES: [CH2:51]1[O:52][CH2:53][CH2:54][CH2:55]1.[CH3:56][OH:57].[F:18][C:19]([c:20]1[cH:21][cH:22][c:23]([CH:26]2[N:27]([C:36](=[O:37])[O:38][c:39]3[cH:40][cH:41][c:42]([N+:43]([O-:44])=[O:45])[cH:46][cH:47]3)[CH2:28][CH2:29][c:30]3[cH:31][cH:32][cH:33][cH:34][c:35]32)[cH:24][cH:25]1)([F:48])[F:49].[H-:16].[NH2:1][c:2]1[cH:3][n:4][c:5]([O:10][CH2:11][C:12]([F:13])([F:14])[F:15])[c:6]([C:7]#[N:8])[cH:9]1.[Na+:17].[OH2:50]>>[NH:1]([c:2]1[cH:3][n:4][c:5]([O:10][CH2:11][C:12]([F:13])([F:14])[F:15])[c:6]([C:7]#[N:8])[cH:9]1)[C:36]([N:27]1[CH:26]([c:23]2[cH:22][cH:21][c:20]([C:19]([F:18])([F:48])[F:49])[cH:25][cH:24]2)[c:35]2[c:30]([cH:31][cH:32][cH:33][cH:34]2)[CH2:29][CH2:28]1)=[O:37]. The reactants are CC1=C(C=C(C=C1C)C)O (2,3,5-trimethylphenol), CC1=C(C(O)=C(C=C1C)C)O (3,4,6-trimethylcatechol), OO (hydrogen peroxide), S(=O)(=O)([O-])[O-].[In+3].S(=O)(=O)([O-])[O-].S(=O)(=O)([O-])[O-].[In+3] (indium sulphate). The solvent is CC(CC(C)=O)C (4-methyl-2-pentanone). The product is CC1=C(O)C=C(C(=C1C)O)C (2,3,5-trimethylhydroquinone). Reaction SMILES: [CH3:1][C:2]1[C:7]([CH3:8])=[CH:6][C:5]([CH3:9])=[CH:4][C:3]=1[OH:10].OO.S([O-])([O-])(=O)=[O:14].[In+3].S([O-])([O-])(=O)=O.S([O-])([O-])(=O)=O.[In+3].CC1C(C)=CC(C)=C(O)C=1O>CC(C)CC(=O)C>[CH3:1][C:2]1[C:7]([CH3:8])=[C:6]([OH:14])[C:5]([CH3:9])=[CH:4][C:3]=1[OH:10] |f:2.3.4.5.6|. Procedure: In a vessel used in Example 52 were placed 100 g. (735 m. moles) of 2,3,5-trimethylphenol, 2.31 g. (23.1 m. moles) of 4-methyl-2-pentanone, 2.61 g. (46.0 m. moles) of 60 percent hydrogen peroxide and 1.0 g. of indium sulphate (In2 (SO4)3.9H2O), and the mixture was treated at 100° C. for 60 minutes. 2.16 g. (14.2 m. moles) of 3,4,6-trimethylcatechol and 0.64 g. (4.2 m. moles) of 2,3,5-trimethylhydroquinone were obtained. The yield of dihydric alkylphenols was 40.0 percent. Starting materials: CC(C)(C)OC(=O)C(O)(c1ccccc1)C(NC1Cc2ccccc2CNC1=O)c1ccccc1, ClCCl, O=C(O)C(F)(F)F. The product is O=C1NCc2ccccc2CC1NC(c1ccccc1)C(O)c1ccccc1. RXN SMILES: [C:1]([O:2][C:3](=[O:4])[C:8]([CH:9]([c:10]1[cH:11][cH:12][cH:13][cH:14][cH:15]1)[NH:16][CH:17]1[C:18](=[O:28])[NH:19][CH2:20][c:21]2[c:22]([cH:24][cH:25][cH:26][cH:27]2)[CH2:23]1)([OH:29])[c:30]1[cH:31][cH:32][cH:33][cH:34][cH:35]1)([CH3:5])([CH3:6])[CH3:7].[CH2:43]([Cl:44])[Cl:45].[OH:36][C:37]([C:38]([F:39])([F:40])[F:41])=[O:42]>>[CH:8]([CH:9]([c:10]1[cH:11][cH:12][cH:13][cH:14][cH:15]1)[NH:16][CH:17]1[C:18](=[O:28])[NH:19][CH2:20][c:21]2[c:22]([cH:24][cH:25][cH:26][cH:27]2)[CH2:23]1)([OH:29])[c:30]1[cH:31][cH:32][cH:33][cH:34][cH:35]1. The reactants are CO, Cc1ccn(CCc2nn(C3CCCCO3)c3ncccc23)c(=O)c1Oc1cc(Cl)cc(C#N)c1, O=C(O)C(F)(F)F. Yields the product Cc1ccn(CCc2n[nH]c3ncccc23)c(=O)c1Oc1cc(Cl)cc(C#N)c1. RXN SMILES: [CH3:36][OH:37].[Cl:1][c:2]1[cH:3][c:4]([C:5]#[N:6])[cH:7][c:8]([O:10][c:11]2[c:12](=[O:35])[n:13]([CH2:18][CH2:19][c:20]3[n:21][n:22]([CH:29]4[CH2:30][CH2:31][CH2:32][CH2:33][O:34]4)[c:23]4[n:24][cH:25][cH:26][cH:27][c:28]34)[cH:14][cH:15][c:16]2[CH3:17])[cH:9]1.[F:38][C:39]([F:40])([F:41])[C:42]([OH:43])=[O:44]>>[Cl:1][c:2]1[cH:3][c:4]([C:5]#[N:6])[cH:7][c:8]([O:10][c:11]2[c:12](=[O:35])[n:13]([CH2:18][CH2:19][c:20]3[n:21][nH:22][c:23]4[n:24][cH:25][cH:26][cH:27][c:28]34)[cH:14][cH:15][c:16]2[CH3:17])[cH:9]1.